This data is from the Open Reaction Database (ORD), a public repository of structured organic reaction records. The task is: describe an organic reaction: reactants, conditions, products, and yield Reaction SMILES: [BrH:22].[CH2:23]1[O:24][CH2:25][CH2:26][O:27][CH2:28]1.[Cu:30][Br:31].[N:18]([O-:19])=[O:20].[NH2:1][c:2]1[cH:3][cH:4][c:5]([F:17])[c:6](-[c:8]2[c:9]([C:15]#[N:16])[cH:10][c:11]([F:14])[cH:12][cH:13]2)[cH:7]1.[Na+:21].[OH2:29]>>[c:2]1([Br:22])[cH:3][cH:4][c:5]([F:17])[c:6](-[c:8]2[c:9]([C:15]#[N:16])[cH:10][c:11]([F:14])[cH:12][cH:13]2)[cH:7]1. Yields the product N#Cc1cc(F)ccc1-c1cc(Br)ccc1F. Starting materials: Br, C1COCCO1, [Cu]Br, O=N[O-], N#Cc1cc(F)ccc1-c1cc(N)ccc1F, [Na+], O. Starting materials: C(#N)C1=CC=C(C=C1)C(NC(=O)NC1=CC(=CC=C1)C(F)(F)F)C1=C(CC(CC1=O)C1=CC=C(C=C1)C(F)(F)F)O (1-((4-cyanophenyl)(2-hydroxy-6-oxo-4-(4-(trifluoromethyl)phenyl)cyclohex-1-enyl)-methyl)-3-(3-(trifluoromethyl)phenyl)urea), C(#N)C1=CC=C(C=C1)C(NC(=O)NC1=CC(=CC=C1)C(F)(F)F)C1=C(CC(CC1=O)C(F)(F)F)OCC (1-((4-cyanophenyl)(2-ethoxy-6-oxo-4-(tri-fluoromethyl)cyclohex-1-enyl)methyl)-3-(3-(trifluoromethyl)phenyl)urea), C(#N)C1=CC=C(C=C1)C(NC(=O)NC1=CC(=CC=C1)C(F)(F)F)C1=C(CC(CC1=O)C(F)(F)F)OCC (1-((4-cyanophenyl)(2-ethoxy-6-oxo-4-(tri-fluoromethyl)cyclohex-1-enyl)methyl)-3-(3-(trifluoromethyl)phenyl)urea), C(#N)C1=CC=C(C=C1)C(NC(=O)NC1=CC(=CC=C1)C(F)(F)F)C1=C(CC(CC1=O)C1=CC=C(C=C1)C(F)(F)F)O (1-((4-cyanophenyl)(2-hydroxy-6-oxo-4-(4-(trifluoromethyl)phenyl)cyclohex-1-enyl)-methyl)-3-(3-(trifluoromethyl)phenyl)urea). Yields the product C(#N)C1=CC=C(C=C1)C(NC(=O)NC1=CC(=CC=C1)C(F)(F)F)C1=C(CC(CC1=O)C1=CC=C(C=C1)C(F)(F)F)OCC (1-((4-Cyanophenyl)(2-ethoxy-6-oxo-4-(4-(trifluoromethyl)phenyl)cyclohex-1-enyl)-methyl)-3-(3-(trifluoromethyl)phenyl)urea). RXN SMILES: [C:1]([C:3]1C=CC(C(C2C(=O)CC(C(F)(F)F)CC=2OCC)NC(NC2C=CC=C(C(F)(F)F)C=2)=O)=CC=1)#N.[C:38]([C:40]1[CH:45]=[CH:44][C:43]([CH:46]([C:61]2[C:66](=[O:67])[CH2:65][CH:64]([C:68]3[CH:73]=[CH:72][C:71]([C:74]([F:77])([F:76])[F:75])=[CH:70][CH:69]=3)[CH2:63][C:62]=2[OH:78])[NH:47][C:48]([NH:50][C:51]2[CH:56]=[CH:55][CH:54]=[C:53]([C:57]([F:60])([F:59])[F:58])[CH:52]=2)=[O:49])=[CH:42][CH:41]=1)#[N:39]>>[C:38]([C:40]1[CH:41]=[CH:42][C:43]([CH:46]([C:61]2[C:66](=[O:67])[CH2:65][CH:64]([C:68]3[CH:69]=[CH:70][C:71]([C:74]([F:75])([F:76])[F:77])=[CH:72][CH:73]=3)[CH2:63][C:62]=2[O:78][CH2:1][CH3:3])[NH:47][C:48]([NH:50][C:51]2[CH:56]=[CH:55][CH:54]=[C:53]([C:57]([F:60])([F:59])[F:58])[CH:52]=2)=[O:49])=[CH:44][CH:45]=1)#[N:39]. Procedure details: The title compound is prepared in analogy to 1-((4-cyanophenyl)(2-ethoxy-6-oxo-4-(tri-fluoromethyl)cyclohex-1-enyl)methyl)-3-(3-(trifluoromethyl)phenyl)urea (intermediate 13), using 1-((4-cyanophenyl)(2-hydroxy-6-oxo-4-(4-(trifluoromethyl)phenyl)cyclohex-1-enyl)-methyl)-3-(3-(trifluoromethyl)phenyl)urea (intermediate 16, 930 mg, 1.62 mmol) as starting material. Yield: 825 mg; ESI mass spectrum [M+H]+=602, Retention time HPLC: 1.37 min (V011_S01). Starting materials: CC(=O)c1cccc(C(=O)O)c1, CC(C)(C)O, ClCCl, [Mg+2], [Na+], O=C([O-])O, O=S(=O)([O-])[O-], O=S(=O)(O)O. Yields the product CC(=O)c1cccc(C(=O)OC(C)(C)C)c1. Reaction SMILES: [C:12]([CH3:13])(=[O:14])[c:15]1[cH:16][c:17]([C:18](=[O:19])[OH:20])[cH:21][cH:22][cH:23]1.[CH3:24][C:25]([CH3:26])([CH3:27])[OH:28].[Cl:34][CH2:35][Cl:36].[Mg+2:1].[Na+:33].[O-:29][C:30]([OH:31])=[O:32].[O-:2][S:3]([O-:4])(=[O:5])=[O:6].[S:7](=[O:8])(=[O:9])([OH:10])[OH:11]>>[C:12]([CH3:13])(=[O:14])[c:15]1[cH:16][c:17]([C:18](=[O:19])[O:20][C:25]([CH3:24])([CH3:26])[CH3:27])[cH:21][cH:22][cH:23]1. Starting materials: CC(=O)O, O=C1CCC(=O)N1Cl, Cc1ncc(-c2ccnc(N)n2)n1C. Yields the product Cc1ncc(-c2nc(N)ncc2Cl)n1C. RXN SMILES: [CH3:23][C:24](=[O:25])[OH:26].[Cl:15][N:16]1[C:17](=[O:18])[CH2:19][CH2:20][C:21]1=[O:22].[NH2:1][c:2]1[n:3][cH:4][cH:5][c:6](-[c:8]2[cH:9][n:10][c:11]([CH3:14])[n:12]2[CH3:13])[n:7]1>>[NH2:1][c:2]1[n:3][cH:4][c:5]([Cl:15])[c:6](-[c:8]2[cH:9][n:10][c:11]([CH3:14])[n:12]2[CH3:13])[n:7]1.